Dataset: the Open Reaction Database (ORD), a public repository of structured organic reaction records. Task: describe an organic reaction: reactants, conditions, products, and yield Yields the product COc1cc(Nc2c(C#N)cnc3sc(-c4ccc(CN5CCOCC5)cc4)cc23)c(Cl)cc1Cl. Reaction SMILES: [C:37]([O:38][BH-:39]([O:40][C:41](=[O:42])[CH3:43])[O:44][C:45](=[O:46])[CH3:47])(=[O:48])[CH3:49].[CH2:31]1[CH2:32][O:33][CH2:34][CH2:35][NH:36]1.[CH3:51][C:52](=[O:53])[OH:54].[CH3:55][N:56]([CH3:57])[CH:58]=[O:59].[Cl:1][c:2]1[c:3]([NH:11][c:12]2[c:13]3[c:14]([n:15][cH:16][c:17]2[C:18]#[N:19])[s:20][c:21](-[c:23]2[cH:24][cH:25][c:26]([CH:29]=[O:30])[cH:27][cH:28]2)[cH:22]3)[cH:4][c:5]([O:9][CH3:10])[c:6]([Cl:8])[cH:7]1.[Cl:60][CH2:61][Cl:62].[Na+:50]>>[Cl:1][c:2]1[c:3]([NH:11][c:12]2[c:13]3[c:14]([n:15][cH:16][c:17]2[C:18]#[N:19])[s:20][c:21](-[c:23]2[cH:24][cH:25][c:26]([CH2:29][N:36]4[CH2:31][CH2:32][O:33][CH2:34][CH2:35]4)[cH:27][cH:28]2)[cH:22]3)[cH:4][c:5]([O:9][CH3:10])[c:6]([Cl:8])[cH:7]1. The reactants are CC(=O)O[BH-](OC(C)=O)OC(C)=O, C1COCCN1, CC(=O)O, CN(C)C=O, COc1cc(Nc2c(C#N)cnc3sc(-c4ccc(C=O)cc4)cc23)c(Cl)cc1Cl, ClCCl, [Na+]. The reactants are CCOC(C)=O, CC(C)NCC(=O)NC(C)(C)c1cc(-c2ccccc2Cl)c2c(c1)N(c1c(Cl)cccc1Cl)C(=O)NC2, Cl, [Na+], [OH-]. Product: CC(C)NCCNC(C)(C)c1cc(-c2ccccc2Cl)c2c(c1)N(c1c(Cl)cccc1Cl)C(=O)NC2. As a reaction SMILES: [CH3:41][CH2:42][O:43][C:44](=[O:45])[CH3:46].[Cl:1][c:2]1[c:3](-[c:8]2[c:9]3[c:14]([cH:15][c:16]([C:18]([CH3:19])([CH3:20])[NH:21][C:22]([CH2:23][NH:24][CH:25]([CH3:26])[CH3:27])=[O:28])[cH:17]2)[N:13]([c:29]2[c:30]([Cl:36])[cH:31][cH:32][cH:33][c:34]2[Cl:35])[C:12](=[O:37])[NH:11][CH2:10]3)[cH:4][cH:5][cH:6][cH:7]1.[ClH:38].[Na+:40].[OH-:39]>>[Cl:1][c:2]1[c:3](-[c:8]2[c:9]3[c:14]([cH:15][c:16]([C:18]([CH3:19])([CH3:20])[NH:21][CH2:22][CH2:23][NH:24][CH:25]([CH3:26])[CH3:27])[cH:17]2)[N:13]([c:29]2[c:30]([Cl:36])[cH:31][cH:32][cH:33][c:34]2[Cl:35])[C:12](=[O:37])[NH:11][CH2:10]3)[cH:4][cH:5][cH:6][cH:7]1. The reactants are CCO, Cc1c(OCC(F)(F)F)ccnc1CSc1nc2ccccc2[nH]1, CCO, [Na+], [Na+], O, OO, O=S([O-])([O-])=S. Yields the product Cc1c(OCC(F)(F)F)ccnc1CS(=O)c1nc2ccccc2[nH]1. As a reaction SMILES: [CH2:35]([OH:36])[CH3:37].[CH3:1][c:2]1[c:3]([CH2:14][S:15][c:16]2[nH:17][c:18]3[c:19]([n:20]2)[cH:21][cH:22][cH:23][cH:24]3)[n:4][cH:5][cH:6][c:7]1[O:8][CH2:9][C:10]([F:11])([F:12])[F:13].[CH3:38][CH2:39][OH:40].[Na+:32].[Na+:33].[OH2:34].[OH:25][OH:26].[S:27]([O-:28])(=[O:29])([O-:30])=[S:31]>>[CH3:1][c:2]1[c:3]([CH2:14][S:15]([c:16]2[n:17][c:18]3[c:19]([nH:20]2)[cH:21][cH:22][cH:23][cH:24]3)=[O:29])[n:4][cH:5][cH:6][c:7]1[O:8][CH2:9][C:10]([F:11])([F:12])[F:13]. Reactants: C(C)N(CCCN(C\C=C\CN(CCCN(C(=O)OC(C)(C)C)C)C(=O)OC(C)(C)C)C(=O)OC(C)(C)C)C(=O)OC(C)(C)C ((E)-1-ethyl-14-methyl-1,5,10,14-tetra-BOC-1,5,10,14-tetraazatetradec-7-ene), Cl (hydrochloric acid). Solvent: C(C)OCC (diethyl ether). Conditions: time 15 hour. Product: Cl.Cl.Cl.Cl.C(C)NCCCNC\C=C\CNCCCNC ((E)-1-Ethyl-14-methyl-1,5,10,14-tetraazatetradec-7-ene tetrahydrochloride). RXN SMILES: [CH2:1]([N:3](C(OC(C)(C)C)=O)[CH2:4][CH2:5][CH2:6][N:7](C(OC(C)(C)C)=O)[CH2:8]/[CH:9]=[CH:10]/[CH2:11][N:12](C(OC(C)(C)C)=O)[CH2:13][CH2:14][CH2:15][N:16](C)[C:17](OC(C)(C)C)=O)[CH3:2].[ClH:46]>C(OCC)C>[ClH:46].[ClH:46].[ClH:46].[ClH:46].[CH2:1]([NH:3][CH2:4][CH2:5][CH2:6][NH:7][CH2:8]/[CH:9]=[CH:10]/[CH2:11][NH:12][CH2:13][CH2:14][CH2:15][NH:16][CH3:17])[CH3:2] |f:3.4.5.6.7|. Procedure details: A mixture of 0.32 g (0.498 mmol) of (E)-1-ethyl-14-methyl-1,5,10,14-tetra-BOC-1,5,10,14-tetraazatetradec-7-ene and 6 ml of 3N methanolic hydrochloric acid is stirred for 15 h at room temperature, and then 10 ml of diethyl ether are added. Working up analogously to Example 1 yields the title compound, m.p. >260° C. 1H-NMR (D2O): δ1.28(t,3H); 2.03-2.17(m,4H); 2.74(s,3H); 3.07-3.19(m,10H); 3.77(d,4H); 6.04-6.07(m,2H). Starting materials: C(C1=CC=CC=C1)OC=1C=C(C2=C(N=CS2)C1)Br (5-(benzyloxy)-7-bromobenzo[d]thiazole), Cl (HCl), C(C)(C)(C)P(C1=C(C=CC=C1)C1=C(C=C(C=C1C(C)C)C(C)C)C(C)C)C(C)(C)C (2-Di-tert-butylphosphino-2′,4′,6′-triisopropylbiphenyl), [OH-].[K+] (KOH). The reagents and catalysts are C=1C=CC(=CC1)/C=C/C(=O)/C=C/C2=CC=CC=C2.C=1C=CC(=CC1)/C=C/C(=O)/C=C/C2=CC=CC=C2.C=1C=CC(=CC1)/C=C/C(=O)/C=C/C2=CC=CC=C2.[Pd].[Pd] (Pd2(dba)3). Run in O1CCOCC1 (1,4-dioxane), CCOC(=O)C (EtOAc), O (water), [Cl-].[Na+].O (brine). Reaction conditions: temperature 90 celsius, time 35 minute. Yields the product C(C1=CC=CC=C1)OC=1C=C(C2=C(N=CS2)C1)O (5-(benzyloxy)benzo[d]thiazol-7-ol). RXN SMILES: [CH2:1]([O:8][C:9]1[CH:10]=[C:11](Br)[C:12]2[S:16][CH:15]=[N:14][C:13]=2[CH:17]=1)[C:2]1[CH:7]=[CH:6][CH:5]=[CH:4][CH:3]=1.C(P(C(C)(C)C)C1C=CC=CC=1C1C(C(C)C)=CC(C(C)C)=CC=1C(C)C)(C)(C)C.[OH-:49].[K+].Cl>O1CCOCC1.CCOC(C)=O.O.[Cl-].[Na+].O.C1C=CC(/C=C/C(/C=C/C2C=CC=CC=2)=O)=CC=1.C1C=CC(/C=C/C(/C=C/C2C=CC=CC=2)=O)=CC=1.C1C=CC(/C=C/C(/C=C/C2C=CC=CC=2)=O)=CC=1.[Pd].[Pd]>[CH2:1]([O:8][C:9]1[CH:10]=[C:11]([OH:49])[C:12]2[S:16][CH:15]=[N:14][C:13]=2[CH:17]=1)[C:2]1[CH:7]=[CH:6][CH:5]=[CH:4][CH:3]=1 |f:2.3,8.9.10,11.12.13.14.15|. Procedure details: 5-(benzyloxy)-7-bromobenzo[d]thiazole (0.65 g, 2.0 mmol), Pd2(dba)3 (95 mg, 0.10 mmol), and 2-Di-tert-butylphosphino-2′,4′,6′-triisopropylbiphenyl (180 mg, 0.42 mmol) were taken up in 1,4-dioxane (7.2 mL) under Ar. Aqueous 2 M KOH (3 mL, 6 mmol) was added and the mixture was heated to 90° C. After 35 min, the mixture was cooled to r.t. and was diluted with EtOAc (20 mL), water (15 mL), and brine (15 mL). The aqueous phase was and acidified with 3 M aqueous HCl (3 mL, 9 mmol). The phases were sep... Starting materials: C1CCOC1, CN1CCOCC1, CNc1cccc(CCO)n1, CC(C)OC(=O)N=NC(=O)OC(C)C, CCOC(=O)CCc1csc2cc(O)ccc12, c1ccc(P(c2ccccc2)c2ccccc2)cc1. The product is CCOC(=O)CCc1csc2cc(OCCc3cccc(NC)n3)ccc12. RXN SMILES: [CH2:69]1[O:70][CH2:71][CH2:72][CH2:73]1.[CH3:18][N:19]1[CH2:20][CH2:21][O:22][CH2:23][CH2:24]1.[CH3:25][NH:26][c:27]1[cH:28][cH:29][cH:30][c:31]([CH2:33][CH2:34][OH:35])[n:32]1.[O:55]=[C:56]([O:57][CH:58]([CH3:59])[CH3:60])[N:61]=[N:62][C:63]([O:64][CH:65]([CH3:66])[CH3:67])=[O:68].[OH:1][c:2]1[cH:3][cH:4][c:5]2[c:6]([s:7][cH:8][c:9]2[CH2:10][CH2:11][C:12](=[O:13])[O:14][CH2:15][CH3:16])[cH:17]1.[c:36]1([P:37]([c:38]2[cH:39][cH:40][cH:41][cH:42][cH:43]2)[c:44]2[cH:45][cH:46][cH:47][cH:48][cH:49]2)[cH:50][cH:51][cH:52][cH:53][cH:54]1>>[O:1]([c:2]1[cH:3][cH:4][c:5]2[c:6]([s:7][cH:8][c:9]2[CH2:10][CH2:11][C:12](=[O:13])[O:14][CH2:15][CH3:16])[cH:17]1)[CH2:34][CH2:33][c:31]1[cH:30][cH:29][cH:28][c:27]([NH:26][CH3:25])[n:32]1. Starting materials: CC1CCN(CC1)C(=O)OC1=NNC2=NC(=CC(=C21)C)O (6-hydroxy-4-methyl-1H-pyrazolo[3,4-b]pyridin-3-yl 4-methylpiperidine-1-carboxylate), FC(C1CCN(CC1)C(=O)Cl)(F)F (4-trifluoromethylpiperidine-1-carbonyl chloride). Yields the product CC1CCN(CC1)C(=O)OC1=NN(C2=NC(=CC(=C21)C)O)C(=O)N2CCC(CC2)C(F)(F)F (6-Hydroxy-4-methyl-1-(4-trifluoromethylpiperidine-1-carbonyl)-1H-pyrazolo-[3,4-b]pyridin-3-yl 4-methylpiperidine-1-carboxylate). RXN SMILES: [CH3:1][CH:2]1[CH2:7][CH2:6][N:5]([C:8]([O:10][C:11]2[C:19]3[C:14](=[N:15][C:16]([OH:21])=[CH:17][C:18]=3[CH3:20])[NH:13][N:12]=2)=[O:9])[CH2:4][CH2:3]1.[F:22][C:23]([F:34])([F:33])[CH:24]1[CH2:29][CH2:28][N:27]([C:30](Cl)=[O:31])[CH2:26][CH2:25]1>>[CH3:1][CH:2]1[CH2:3][CH2:4][N:5]([C:8]([O:10][C:11]2[C:19]3[C:14](=[N:15][C:16]([OH:21])=[CH:17][C:18]=3[CH3:20])[N:13]([C:30]([N:27]3[CH2:26][CH2:25][CH:24]([C:23]([F:33])([F:22])[F:34])[CH2:29][CH2:28]3)=[O:31])[N:12]=2)=[O:9])[CH2:6][CH2:7]1. Procedure details: In analogy to example 12, 99.87 mg (0.344 mmol) of 6-hydroxy-4-methyl-1H-pyrazolo[3,4-b]pyridin-3-yl 4-methylpiperidine-1-carboxylate were reacted with 83.4 mg (0.52 mmol) of 4-trifluoromethylpiperidine-1-carbonyl chloride. Yield: 16 mg (10%), M+H+: 470.20.